This data is from the Open Reaction Database (ORD), a public repository of structured organic reaction records. The task is: describe an organic reaction: reactants, conditions, products, and yield Starting materials: O=Cc1ccc(Br)nc1, CC[Mg+], C1CCOC1, [Cl-], [Cl-], [NH4+]. Product: CCC(O)c1ccc(Br)nc1. Reaction SMILES: [Br:1][c:2]1[cH:3][cH:4][c:5]([CH:8]=[O:9])[cH:6][n:7]1.[CH2:11]([CH3:12])[Mg+:13].[CH2:14]1[O:15][CH2:16][CH2:17][CH2:18]1.[Cl-:10].[Cl-:19].[NH4+:20]>>[Br:1][c:2]1[cH:3][cH:4][c:5]([CH:8]([OH:9])[CH2:11][CH3:12])[cH:6][n:7]1. The reactants are ClC1=C(C(N(C2=CC=CC=C12)CC1=CC=C(C=C1)F)=O)C#N (4-Chloro-1-(4-fluoro-benzyl)-2-oxo-1,2-dihydro-quinoline-3-carbonitrile), C(C)(C)(C)OC(=O)N1CC(C1)N (3-Amino-azetidine-1-carboxylic acid tert-butyl ester), [H-].[Na+] (NaH). The solvent is CN(C)C=O (N,N′-dimethylformamide). Conditions: time 2 hour. The product is C(C)(C)(C)OC(=O)N1CC(C1)NC1=C(C(N(C2=CC=CC=C12)CC1=CC=C(C=C1)F)=O)C#N (3-[3-Cyano-1-(4-fluoro-benzyl)-2-oxo-1,2-dihydro-quinolin-4-ylamino]-azetidine-1-carboxylic acid tert-butyl ester). RXN SMILES: Cl[C:2]1[C:11]2[C:6](=[CH:7][CH:8]=[CH:9][CH:10]=2)[N:5]([CH2:12][C:13]2[CH:18]=[CH:17][C:16]([F:19])=[CH:15][CH:14]=2)[C:4](=[O:20])[C:3]=1[C:21]#[N:22].[C:23]([O:27][C:28]([N:30]1[CH2:33][CH:32]([NH2:34])[CH2:31]1)=[O:29])([CH3:26])([CH3:25])[CH3:24].[H-].[Na+]>CN(C=O)C>[C:23]([O:27][C:28]([N:30]1[CH2:33][CH:32]([NH:34][C:2]2[C:11]3[C:6](=[CH:7][CH:8]=[CH:9][CH:10]=3)[N:5]([CH2:12][C:13]3[CH:18]=[CH:17][C:16]([F:19])=[CH:15][CH:14]=3)[C:4](=[O:20])[C:3]=2[C:21]#[N:22])[CH2:31]1)=[O:29])([CH3:26])([CH3:24])[CH3:25] |f:2.3|. Reported procedure: To a stirred solution of 4-Chloro-1-(4-fluoro-benzyl)-2-oxo-1,2-dihydro-quinoline-3-carbonitrile (1 eq, 0.250 g, 0.80 mmole) in N,N′-dimethylformamide was added commercially available 3-Amino-azetidine-1-carboxylic acid tert-butyl ester (1.1 eq 0.151 g, 0.88 mmole) and treated with 60% NaH oil dispersion. (1.5 eq, 0.029 g, 1.2 mmole). After stirring for 2 h, reaction was quenched with 10% HCl aq. (1 ml) then H2O (5 ml). A solid formed that was collected and dried. No further purification was nec... The reactants are Oc1ccc(Br)c(O)c1, O=C([O-])[O-], CC(C)=O, CCCI, [K+], [K+]. Product: CCCOc1cc(O)ccc1Br. As a reaction SMILES: [Br:1][c:2]1[c:3]([OH:9])[cH:4][c:5]([OH:6])[cH:7][cH:8]1.[C:10](=[O:11])([O-:12])[O-:13].[CH3:20][C:21](=[O:22])[CH3:23].[I:16][CH2:17][CH2:18][CH3:19].[K+:14].[K+:15]>>[Br:1][c:2]1[c:3]([O:9][CH2:17][CH2:18][CH3:19])[cH:4][c:5]([OH:6])[cH:7][cH:8]1. The reactants are C(C(C)=C)Cl (methallyl chloride), C=CC1=CC=CC=C1 (styrene), CC=CCCl (methyallyl chloride). Conditions: time 6.5 hour. Yields the product C=CC1=CC=CC=C1.C(C=C)Cl (allyl chloride styrene). Reaction SMILES: [CH2:1]([Cl:5])[C:2](=C)[CH3:3].[CH2:6]=[CH:7][C:8]1[CH:13]=[CH:12][CH:11]=[CH:10][CH:9]=1.CC=CCCl>>[CH2:6]=[CH:7][C:8]1[CH:13]=[CH:12][CH:11]=[CH:10][CH:9]=1.[CH2:1]([Cl:5])[CH:2]=[CH2:3] |f:3.4|. Procedure details: About 1 part by weight of a fine granular hydrated silica, 3 parts by weight of methallyl chloride and 0.5 part by weight of styrene are mixed then heated to the boiling temperature of methyallyl chloride while agitating at ambient temperature and pressure for 1 to 12 hours, thereby producing a soft, light yellow, solid poly (allyl chloride styrene) copolymer.